This data is from the Open Reaction Database (ORD), a public repository of structured organic reaction records. The task is: describe an organic reaction: reactants, conditions, products, and yield The reactants are COC1=CC=C2C=CC=C(C2=C1)CC#N (7-methoxy-1-naphthaleneacetonitrile), O.N (ammonia water), N#N (N2). Reagents/catalysts: [Ni] (Ni). Run in C(C)O (ethanol). Reaction conditions: temperature 60 celsius, time 12 hour. Yields the product COC1=CC=C2C=CC=C(C2=C1)CCN (2-(7-methoxy-1-naphthyl)ethylamine). Yield: 98.0%. RXN SMILES: [CH3:1][O:2][C:3]1[CH:12]=[C:11]2[C:6]([CH:7]=[CH:8][CH:9]=[C:10]2[CH2:13][C:14]#[N:15])=[CH:5][CH:4]=1.O.N.N#N>[Ni].C(O)C>[CH3:1][O:2][C:3]1[CH:12]=[C:11]2[C:6]([CH:7]=[CH:8][CH:9]=[C:10]2[CH2:13][CH2:14][NH2:15])=[CH:5][CH:4]=1 |f:1.2|. Reported procedure: 56 g 7-methoxy-1-naphthaleneacetonitrile, 120 ml ammonia water, 332 ml 95% ethanol, 20 g Raney-Ni were added into autoclave. H2 was introduced after vacuuming it. The operation was repeated for 3 times. The reaction was stirred for 12 hours while H2 was introduced and the condition of 300 atm and 60° C. was maintained. After completion of the reaction, the reaction was kept overnight at room temperature. On the next day, it was vacuumed and N2 gas was introduced. The autoclave was opened up, and... Reactants: COC(C(C(=O)OC)=CC1=CC=C(C=C1)OCC1=CC=CC=C1)=O (2-(4-benzyloxy-benzylidene)-malonic acid dimethyl ester). Reagents/catalysts: [Pd] (palladium on charcoal). The solvent is CO (methanol). Yields the product COC(C(C(=O)OC)CC1=CC=C(C=C1)O)=O (2-(4-hydroxy-benzyl)-malonic acid dimethyl ester). Isolated yield 86.8%. Reaction SMILES: [CH3:1][O:2][C:3](=[O:24])[C:4](=[CH:9][C:10]1[CH:15]=[CH:14][C:13]([O:16]CC2C=CC=CC=2)=[CH:12][CH:11]=1)[C:5]([O:7][CH3:8])=[O:6]>CO.[Pd]>[CH3:8][O:7][C:5](=[O:6])[CH:4]([CH2:9][C:10]1[CH:11]=[CH:12][C:13]([OH:16])=[CH:14][CH:15]=1)[C:3]([O:2][CH3:1])=[O:24]. Reported procedure: A solution of 2-(4-benzyloxy-benzylidene)-malonic acid dimethyl ester (14.5 g, 44.5 mmol) in methanol (300 mL) was hydrogenated at 3 atm. in the presence of 5% palladium on charcoal (1.1 g). The solution was filtered, and the filtrate evaporated under a vacuum to give 9.2 g (77%) of 2-(4-hydroxy-benzyl)-malonic acid dimethyl ester: 1H NMR (300 MHz, CDCl3): δ3.15 (d, 2H), 3.65 (t, 1H), 3.70 (s, 6H), 6.70 (d, 2H), 7.05 (d, 2H).